From a dataset of the Open Reaction Database (ORD), a public repository of structured organic reaction records. describe an organic reaction: reactants, conditions, products, and yield The reactants are CCCCN, CC(=O)CC(C)=O, CCOC(C)=O, COC(OC)OC, Cl, O=Cc1ccc2cc[nH]c2c1. As a reaction SMILES: [CH2:26]([NH2:27])[CH2:28][CH2:29][CH3:30].[CH3:1][C:2]([CH2:3][C:4]([CH3:5])=[O:6])=[O:7].[CH3:32][CH2:33][O:34][C:35](=[O:36])[CH3:37].[CH:19]([O:20][CH3:21])([O:22][CH3:23])[O:24][CH3:25].[ClH:31].[nH:8]1[cH:9][cH:10][c:11]2[cH:12][cH:13][c:14]([CH:17]=[O:18])[cH:15][c:16]12>>[CH:1]([C:2]([CH2:3][C:4]([CH3:5])=[O:6])=[O:7])=[CH:17][c:14]1[cH:13][cH:12][c:11]2[cH:10][cH:9][nH:8][c:16]2[cH:15]1. Yields the product CC(=O)CC(=O)C=Cc1ccc2cc[nH]c2c1. Solvent: CCOC(=O)C (EtOAc), O (water), N1=CC=CC=C1 (pyridine). Reaction SMILES: [C:1]([C:3]1[CH:8]=[CH:7][C:6]([S:9](Cl)(=[O:11])=[O:10])=[CH:5][CH:4]=1)#[N:2].[NH2:13][C:14]1[CH:19]=[CH:18][CH:17]=[CH:16][CH:15]=1>N1C=CC=CC=1.CCOC(C)=O.O>[C:1]([C:3]1[CH:8]=[CH:7][C:6]([S:9]([NH:13][C:14]2[CH:19]=[CH:18][CH:17]=[CH:16][CH:15]=2)(=[O:11])=[O:10])=[CH:5][CH:4]=1)#[N:2]. The product is C(#N)C1=CC=C(C=C1)S(=O)(=O)NC1=CC=CC=C1 (4-cyano-N-phenyl-benzenesulfonamide). Starting materials: C(#N)C1=CC=C(C=C1)S(=O)(=O)Cl (4-cyanobenzene-1-sulfonyl chloride), NC1=CC=CC=C1 (aniline). Yield: 65.7%. Procedure details: To a solution of 4-cyanobenzene-1-sulfonyl chloride (200 mg, 0.992 mmol) in pyridine (4960 μL) was added aniline (100 μL, 1.091 mmol) and the reaction mixture stirred overnight at rt. The reaction mixture was diluted with EtOAc and water+0.1N HCl. The phases were separated, the aqueous phase extracted and the combined organic layers washed with 0.1N HCl and brine. After drying over magnesium sulfate, the solution was concentrated under vacuum to yield 4-cyano-N-phenyl-benzenesulfonamide 198 mg (... Reaction conditions: time 8 hour. The reactants are C(C1=CC=CC=C1)Cl (benzyl chloride), FeCl3. Solvent: C1(=CC=CC=C1)C (toluene). Yields the product C(C1=CC=CC=C1)C1=C(C=CC=C1)C (benzyltoluene), C(C1=CC=CC=C1)C=1C(=C(C=CC1)C)CC1=CC=CC=C1 (dibenzyltoluene). RXN SMILES: [CH2:1](Cl)[C:2]1[CH:7]=[CH:6][CH:5]=[CH:4][CH:3]=1>C1(C)C=CC=CC=1>[CH2:1]([C:3]1[CH:4]=[CH:5][CH:6]=[CH:7][C:2]=1[CH3:1])[C:2]1[CH:7]=[CH:6][CH:5]=[CH:4][CH:3]=1.[CH2:1]([C:3]1[C:2]([CH2:1][C:2]2[CH:7]=[CH:6][CH:5]=[CH:4][CH:3]=2)=[C:7]([CH3:1])[CH:6]=[CH:5][CH:4]=1)[C:2]1[CH:7]=[CH:6][CH:5]=[CH:4][CH:3]=1. Procedure details: In the like manner as the example in the above reference, benzyl chloride and toluene were reacted in the presence of a catalyst of FeCl3 ; and benzyltoluene and dibenzyltoluene were obtained by distillation. These benzyltoluene and dibenzyltoluene in a weight ratio of 80:20 were mixed together. The contents of isomers of the benzyltoluene in the obtained mixture were o-isomer: 39.1 wt %, m-isomer: 5.4 wt % and p-isomer: 35.5 wt %, which were almost coincident with the analytical values of the a... Reactants: COCCOC, Cc1cnc(Cl)c(B(O)O)c1, Cc1nc(N)nc(Cl)n1, [Na+], [Na+], O=C([O-])[O-], O, c1ccc(P(c2ccccc2)(c2ccccc2)[Pd](P(c2ccccc2)(c2ccccc2)c2ccccc2)(P(c2ccccc2)(c2ccccc2)c2ccccc2)P(c2ccccc2)(c2ccccc2)c2ccccc2)cc1. Product: Cc1cnc(Cl)c(-c2nc(C)nc(N)n2)c1. RXN SMILES: [CH3:27][O:28][CH2:29][CH2:30][O:31][CH3:32].[Cl:10][c:11]1[n:12][cH:13][c:14]([CH3:20])[cH:15][c:16]1[B:17]([OH:18])[OH:19].[Cl:1][c:2]1[n:3][c:4]([NH2:9])[n:5][c:6]([CH3:8])[n:7]1.[Na+:21].[Na+:22].[O-:23][C:24](=[O:25])[O-:26].[OH2:33].[cH:34]1[cH:35][cH:36][c:37]([P:38]([Pd:39]([P:40]([c:41]2[cH:42][cH:43][cH:44][cH:45][cH:46]2)([c:47]2[cH:48][cH:49][cH:50][cH:51][cH:52]2)[c:53]2[cH:54][cH:55][cH:56][cH:57][cH:58]2)([P:59]([c:60]2[cH:61][cH:62][cH:63][cH:64][cH:65]2)([c:66]2[cH:67][cH:68][cH:69][cH:70][cH:71]2)[c:72]2[cH:73][cH:74][cH:75][cH:76][cH:77]2)[P:78]([c:79]2[cH:80][cH:81][cH:82][cH:83][cH:84]2)([c:85]2[cH:86][cH:87][cH:88][cH:89][cH:90]2)[c:91]2[cH:92][cH:93][cH:94][cH:95][cH:96]2)([c:97]2[cH:98][cH:99][cH:100][cH:101][cH:102]2)[c:103]2[cH:104][cH:105][cH:106][cH:107][cH:108]2)[cH:109][cH:110]1>>[c:2]1(-[c:16]2[c:11]([Cl:10])[n:12][cH:13][c:14]([CH3:20])[cH:15]2)[n:3][c:4]([NH2:9])[n:5][c:6]([CH3:8])[n:7]1.